Dataset: the Open Reaction Database (ORD), a public repository of structured organic reaction records. Task: describe an organic reaction: reactants, conditions, products, and yield The reactants are CC(C)(C)N, CCN=C=NCCCN(C)C, Cc1ncccc1C(=O)O, CC#N, CCN(C(C)C)C(C)C, ClCCl, On1nnc2ccccc21. Product: Cc1ncccc1C(=O)NC(C)(C)C. Reaction SMILES: [C:32]([CH3:33])([CH3:34])([CH3:35])[NH2:36].[CH3:11][CH2:12][N:13]=[C:14]=[N:15][CH2:16][CH2:17][CH2:18][N:19]([CH3:20])[CH3:21].[CH3:1][c:2]1[c:3]([C:4](=[O:5])[OH:6])[cH:7][cH:8][cH:9][n:10]1.[CH3:46][C:47]#[N:48].[CH:37]([N:38]([CH2:39][CH3:40])[CH:41]([CH3:42])[CH3:43])([CH3:44])[CH3:45].[Cl:49][CH2:50][Cl:51].[OH:22][n:23]1[c:24]2[c:25]([cH:26][cH:27][cH:28][cH:29]2)[n:30][n:31]1>>[CH3:1][c:2]1[c:3]([C:4](=[O:6])[NH:36][C:32]([CH3:33])([CH3:34])[CH3:35])[cH:7][cH:8][cH:9][n:10]1. Starting materials: compound, C1(=CC=CC=C1)B(O)C(C1=CC=CC=C1)OC(C1=CC=CC=C1)B(O)C1=CC=CC=C1 (bis(3,3′-(phenylhydroxyboryl)benzyl) ether), NCC(C)O (1-amino-2-propanol). Run in C(C)O (ethanol). Product: C1(=CC=CC=C1)B(OC(CN)C)C(C1=CC=CC=C1)OC(C1=CC=CC=C1)B(OC(CN)C)C1=CC=CC=C1 (Bis(3,3′-(phenyl-1-methyl-2-aminoethoxyboryl)benzyl) ether). Reaction SMILES: [C:1]1([B:7]([CH:9]([O:16][CH:17]([B:24]([C:26]2[CH:31]=[CH:30][CH:29]=[CH:28][CH:27]=2)[OH:25])[C:18]2[CH:23]=[CH:22][CH:21]=[CH:20][CH:19]=2)[C:10]2[CH:15]=[CH:14][CH:13]=[CH:12][CH:11]=2)[OH:8])[CH:6]=[CH:5][CH:4]=[CH:3][CH:2]=1.[NH2:32][CH2:33][CH:34](O)[CH3:35]>C(O)C>[C:1]1([B:7]([CH:9]([O:16][CH:17]([B:24]([C:26]2[CH:27]=[CH:28][CH:29]=[CH:30][CH:31]=2)[O:25][CH:34]([CH3:35])[CH2:33][NH2:32])[C:18]2[CH:19]=[CH:20][CH:21]=[CH:22][CH:23]=2)[C:10]2[CH:15]=[CH:14][CH:13]=[CH:12][CH:11]=2)[O:8][CH:34]([CH3:35])[CH2:33][NH2:32])[CH:2]=[CH:3][CH:4]=[CH:5][CH:6]=1. Procedure details: The entitled compound (42 mg) was obtained by allowing 41 mg of bis(3,3′-(phenylhydroxyboryl)benzyl) ether and 17 mg of 1-amino-2-propanol to act in 1 mL of ethanol. Yield: 94.2%. Reactants: C(=O)(O)[O-].[Na+] (NaHCO3), TEA, C(=C)OCCCC (butyl vinyl ether), BrC=1C=C2COC3(C2=CC1)CN(C3)C(=O)OC(C)(C)C (tert-butyl 5′-bromo-3′H-spiro[azetidine-3,1′-isobenzofuran]-1-carboxylate), BrC=1C=C2COC3(C2=CC1)CN(C3)C(=O)OC(C)(C)C (tert-butyl 5′-bromo-3′H-spiro[azetidine-3,1′-isobenzofuran]-1-carboxylate). Solvent: C(C)O (ethanol). Reaction SMILES: Br[C:2]1[CH:3]=[C:4]2[C:8](=[CH:9][CH:10]=1)[C:7]1([CH2:13][N:12]([C:14]([O:16][C:17]([CH3:20])([CH3:19])[CH3:18])=[O:15])[CH2:11]1)[O:6][CH2:5]2.[CH:21]([O:23]CCCC)=[CH2:22].C([O-])(O)=O.[Na+]>C(O)C.CC([O-])=O.CC([O-])=O.[Pd+2].C1C=CC(P(C2C=CC=CC=2)CCCP(C2C=CC=CC=2)C2C=CC=CC=2)=CC=1>[C:21]([C:2]1[CH:3]=[C:4]2[C:8](=[CH:9][CH:10]=1)[C:7]1([CH2:13][N:12]([C:14]([O:16][C:17]([CH3:20])([CH3:19])[CH3:18])=[O:15])[CH2:11]1)[O:6][CH2:5]2)(=[O:23])[CH3:22] |f:2.3,5.6.7|. Run at temperature 96 celsius, time 2 hour. Product: C(C)(=O)C=1C=C2COC3(C2=CC1)CN(C3)C(=O)OC(C)(C)C (tert-butyl 5′-acetyl-3′H-spiro[azetidine-3,1′-isobenzofuran]-1-carboxylate). Procedure: In 100 mL autoclave vessel a solution of tert-butyl 5′-bromo-3′H-spiro[azetidine-3,1′-isobenzofuran]-1-carboxylate (Intermediate 1, 10 g, 29.4 mmol) in ethanol (35 mL) was degassed with nitrogen gas for 30 minutes. To the resulting reaction mixture was added TEA (7.37 mL, 52.9 mmol), butyl vinyl ether (7.60 mL, 58.8 mmol), dppp (0.727 g, 1.8 mmol) followed by addition of Pd(OAc)2 (0.198 g, 0.9 mmol) at room temperature. Reaction mixture was heated at 96° C. for 16 hours in autoclave. After compl... The reagents and catalysts are C=1C=CC(=CC1)P(CCCP(C=2C=CC=CC2)C=3C=CC=CC3)C=4C=CC=CC4 (dppp), CC(=O)[O-].CC(=O)[O-].[Pd+2] (Pd(OAc)2). Starting materials: O (water), [BH4-].[Na+] (NaBH4), CO (methanol), BrC=1C=C(C(=NC1)C#N)[N+](=O)[O-] (5-bromo-2-cyano-3-nitropyridine). The reagents and catalysts are O.O.O.O.C(C)(=O)[O-].[Ni+2].C(C)(=O)[O-] (nickel (II) acetate tetrahydrate). The solvent is CCOC(=O)C (EtOAc). Run at time 20 minute. The product is NC=1C(=NC=C(C1)Br)C(=O)N (3-amino-5-bromo-pyridine-2-carboxylic acid amide). Isolated yield 40.0%. RXN SMILES: [BH4-].[Na+].C[OH:4].[Br:5][C:6]1[CH:7]=[C:8]([N+:14]([O-])=O)[C:9]([C:12]#[N:13])=[N:10][CH:11]=1.O>O.O.O.O.C([O-])(=O)C.[Ni+2].C([O-])(=O)C.CCOC(C)=O>[NH2:14][C:8]1[C:9]([C:12]([NH2:13])=[O:4])=[N:10][CH:11]=[C:6]([Br:5])[CH:7]=1 |f:0.1,5.6.7.8.9.10.11|. Procedure details: Add NaBH4 (0.663 g, 17.5 mmol) in small portions to a methanol solution (50 mL) of 5-bromo-2-cyano-3-nitropyridine (2.00 g, 8.77 mmol) and nickel (II) acetate tetrahydrate (4.37 g, 17.5 mmol) at 0° C. After stirring at room temperature for 20 min, add water and EtOAc. Pass the mixture through a pad of celite. Extract with EtOAc. Dry the combined EtOAc extracts over MgSO4. Purify the crude product using silica gel chromatography to give 0.75 g (40% yield) of 3-amino-5-bromo-pyridine-2-carboxylic ... Reactants: O=C([O-])[O-], CC#N, [K+], [K+], Nc1ccc2ccccc2c1S. Yields the product O=C1CSc2c(ccc3ccccc23)N1. Reaction SMILES: [C:13]([O-:14])([O-:15])=[O:16].[CH3:19][C:20]#[N:21].[K+:17].[K+:18].[NH2:1][c:2]1[c:3]([SH:12])[c:4]2[cH:5][cH:6][cH:7][cH:8][c:9]2[cH:10][cH:11]1>>[NH:1]1[c:2]2[c:3]([c:4]3[cH:5][cH:6][cH:7][cH:8][c:9]3[cH:10][cH:11]2)[S:12][CH2:19][C:13]1=[O:16]. Starting materials: C1(CC1)N1C(N(CC12CCCCCC2)C2=CC=C(C(=O)O)C=C2)=O (4-(1-cyclopropyl-2-oxo-1,3-diaza-spiro[4.6]undec-3-yl)-benzoic acid), 1,1-carbonyl diimidazole, C(C)(=O)[O-].[NH4+] (Ammonium acetate). Solvent: CCOC(=O)C (EtOAc), C1CCOC1 (THF). Conditions: time 2 hour. Product: C1(CC1)N1C(N(CC12CCCCCC2)C2=CC=C(C(=O)N)C=C2)=O (4-(1-Cyclopropyl-2-oxo-1,3-diaza-spiro[4.6]undec-3-yl)-benzamide). Yield: 19.1%. As a reaction SMILES: [CH:1]1([N:4]2[C:8]3([CH2:14][CH2:13][CH2:12][CH2:11][CH2:10][CH2:9]3)[CH2:7][N:6]([C:15]3[CH:23]=[CH:22][C:18]([C:19]([OH:21])=O)=[CH:17][CH:16]=3)[C:5]2=[O:24])[CH2:3][CH2:2]1.C([O-])(=O)C.[NH4+:29]>C1COCC1.CCOC(C)=O>[CH:1]1([N:4]2[C:8]3([CH2:14][CH2:13][CH2:12][CH2:11][CH2:10][CH2:9]3)[CH2:7][N:6]([C:15]3[CH:16]=[CH:17][C:18]([C:19]([NH2:29])=[O:21])=[CH:22][CH:23]=3)[C:5]2=[O:24])[CH2:3][CH2:2]1 |f:1.2|. Procedure: A solution of 76 mg (2.1 mmol) 4-(1-Cyclopropyl-2-oxo-1,3-diaza-spiro[4.6]undec-3-yl)-benzoic acid ethyl ester in 2 ml THF/Methanol 1.1 was treated with 0.5 ml of 1N LiOH. After stirring for 3 h the reaction mixture was acidified with 1N HCL, taken up in EtOAc and washed with water to give 65.5 mg of pure 4-(1-cyclopropyl-2-oxo-1,3-diaza-spiro[4.6]undec-3-yl)-benzoic acid MS (API): 327.5 (M−H). A solution of 47 mg (1.3 mmol) 4-(1-cyclopropyl-2-oxo-1,3-diaza-spiro[4.6]undec-3-yl)-benzoic acid and... Reactants: CC(C)(C)OC(=O)NC1CCC(CC=O)CC1, CC(C)(C)OC(=O)NC1CCC(CCN2CCC(C(=O)c3ccc(F)cc3)CC2)CC1, CC(=O)O[BH-](OC(C)=O)OC(C)=O, ClCCCl, O=C(c1ccc(F)cc1)C1(O)CCNCC1. Yields the product CC(C)(C)OC(=O)NC1CCC(CCN2CCC(O)(C(=O)c3ccc(F)cc3)CC2)CC1. As a reaction SMILES: [C:17]([CH3:18])([CH3:19])([CH3:20])[O:21][C:22]([NH:23][CH:24]1[CH2:25][CH2:26][CH:27]([CH2:30][CH:31]=[O:32])[CH2:28][CH2:29]1)=[O:33].[C:34]([O:35][C:36](=[O:37])[NH:38][CH:39]1[CH2:40][CH2:41][CH:42]([CH2:43][CH2:44][N:45]2[CH2:46][CH2:47][CH:48]([C:49](=[O:50])[c:51]3[cH:52][cH:53][c:54]([F:55])[cH:56][cH:57]3)[CH2:58][CH2:59]2)[CH2:60][CH2:61]1)([CH3:62])([CH3:63])[CH3:64].[C:65]([O:66][BH-:67]([O:68][C:69](=[O:70])[CH3:71])[O:72][C:73](=[O:74])[CH3:75])(=[O:76])[CH3:77].[Cl:78][CH2:79][CH2:80][Cl:81].[F:1][c:2]1[cH:3][cH:4][c:5]([C:8](=[O:9])[C:10]2([OH:16])[CH2:11][CH2:12][NH:13][CH2:14][CH2:15]2)[cH:6][cH:7]1>>[F:1][c:2]1[cH:3][cH:4][c:5]([C:8](=[O:9])[C:10]2([OH:16])[CH2:11][CH2:12][N:13]([CH2:31][CH2:30][CH:27]3[CH2:26][CH2:25][CH:24]([NH:23][C:22]([O:21][C:17]([CH3:18])([CH3:19])[CH3:20])=[O:33])[CH2:29][CH2:28]3)[CH2:14][CH2:15]2)[cH:6][cH:7]1. Starting materials: CCCC[SnH](CCCC)CCCC, Cc1ccccc1, CCCCCCCCCCCC(OC(=S)C(=O)c1ncc[nH]1)C(F)(F)C(=O)OCC. Yields the product CCCCCCCCCCCCC(F)(F)C(=O)OCC. RXN SMILES: [CH2:31]([SnH:32]([CH2:33][CH2:34][CH2:35][CH3:36])[CH2:37][CH2:38][CH2:39][CH3:40])[CH2:41][CH2:42][CH3:43].[CH3:44][c:45]1[cH:46][cH:47][cH:48][cH:49][cH:50]1.[F:1][C:2]([C:3](=[O:4])[O:5][CH2:6][CH3:7])([CH:8]([CH2:9][CH2:10][CH2:11][CH2:12][CH2:13][CH2:14][CH2:15][CH2:16][CH2:17][CH2:18][CH3:19])[O:20][C:21]([C:22]([c:23]1[nH:24][cH:25][cH:26][n:27]1)=[O:28])=[S:29])[F:30]>>[F:1][C:2]([C:3](=[O:4])[O:5][CH2:6][CH3:7])([CH2:8][CH2:9][CH2:10][CH2:11][CH2:12][CH2:13][CH2:14][CH2:15][CH2:16][CH2:17][CH2:18][CH3:19])[F:30]. Starting materials: N(C1=CC=CC=C1)C1=NC=C2C(=N1)N(C(N(C2)C2=C(C=CC=C2C)Cl)=O)C2=CC(=CC=C2)CCO[Si](C2=CC=CC=C2)(C2=CC=CC=C2)C(C)(C)C (7-anilino-1-[3-(2-(tert-butyldiphenyl-silyloxy)ethyl)phenyl]-3-(2-chloro-6-methylphenyl)-3,4-dihydropyrimido[4,5-d]pyrimidin-2(1H)-one), [F-].C(CCC)[N+](CCCC)(CCCC)CCCC (tetrabutylammonium fluoride). Run in O1CCCC1 (tetrahydrofuran). Yields the product N(C1=CC=CC=C1)C1=NC=C2C(=N1)N(C(N(C2)C2=C(C=CC=C2C)Cl)=O)C2=CC(=CC=C2)CCO (7-anilino-3-(2-chloro-6-methylphenyl)-3,4-dihydro-1-[3-(2-hydroxyethyl)phenyl]pyrimido[4,5-d]pyrimidin-2(1H)-one). The yield is 42.4%. Reaction SMILES: [NH:1]([C:8]1[N:13]=[C:12]2[N:14]([C:27]3[CH:32]=[CH:31][CH:30]=[C:29]([CH2:33][CH2:34][O:35][Si](C(C)(C)C)(C4C=CC=CC=4)C4C=CC=CC=4)[CH:28]=3)[C:15](=[O:26])[N:16]([C:18]3[C:23]([CH3:24])=[CH:22][CH:21]=[CH:20][C:19]=3[Cl:25])[CH2:17][C:11]2=[CH:10][N:9]=1)[C:2]1[CH:7]=[CH:6][CH:5]=[CH:4][CH:3]=1.[F-].C([N+](CCCC)(CCCC)CCCC)CCC>O1CCCC1>[NH:1]([C:8]1[N:13]=[C:12]2[N:14]([C:27]3[CH:32]=[CH:31][CH:30]=[C:29]([CH2:33][CH2:34][OH:35])[CH:28]=3)[C:15](=[O:26])[N:16]([C:18]3[C:23]([CH3:24])=[CH:22][CH:21]=[CH:20][C:19]=3[Cl:25])[CH2:17][C:11]2=[CH:10][N:9]=1)[C:2]1[CH:3]=[CH:4][CH:5]=[CH:6][CH:7]=1 |f:1.2|. Procedure: A solution of 1.2 g (1.7 mmol) of 7-anilino-1-[3-(2-(tert-butyldiphenyl-silyloxy)ethyl)phenyl]-3-(2-chloro-6-methylphenyl)-3,4-dihydropyrimido[4,5-d]pyrimidin-2(1H)-one in 30 ml of tetrahydrofuran was treated with 2.25 ml (2.25 mmol) of tetrabutylammonium fluoride (1M in tetrahydrofuran). The mixture was heated at reflux for 5 hours, cooled and evaporated. The residue was partitioned between 50 ml of ethyl acetate and 50 ml of 2M aqueous hydrochloric acid. The organic phase was washed with 40 ml... Starting materials: mixture, C(C)=O (Acetaldehyde), Cl (hydrochloric acid), C(C=C)OCC1CC(C2=C(S1(=O)=O)SC(=C2)S(=O)(=O)N)N (5,6-dihydro-6-allyloxymethyl-4-amino-4H-thieno[2,3-b]thiopyran-2-sulfonamide-7,7-dioxide), [BH4-].[Na+] (sodium borohydride). The solvent is C(C)O (ethanol), O1CCCC1 (tetrahydrofuran). Conditions: time 0.75 hour. The product is C(C=C)OCC1CC(C2=C(S1(=O)=O)SC(=C2)S(=O)(=O)N)NCC (5,6-Dihydro-6-allyloxymethyl-4-ethylamino-4H-thieno[2,3-b]thiopyran-2-sulfonamide-7,7-dioxide). RXN SMILES: [CH:1](=O)[CH3:2].[CH2:4]([O:7][CH2:8][CH:9]1[S:14](=[O:16])(=[O:15])[C:13]2[S:17][C:18]([S:20]([NH2:23])(=[O:22])=[O:21])=[CH:19][C:12]=2[CH:11]([NH2:24])[CH2:10]1)[CH:5]=[CH2:6].[BH4-].[Na+].Cl>O1CCCC1.C(O)C>[CH2:4]([O:7][CH2:8][CH:9]1[S:14](=[O:16])(=[O:15])[C:13]2[S:17][C:18]([S:20]([NH2:23])(=[O:21])=[O:22])=[CH:19][C:12]=2[CH:11]([NH:24][CH2:1][CH3:2])[CH2:10]1)[CH:5]=[CH2:6] |f:2.3|. Procedure: Acetaldehyde, 1.5 ml. (1.19 g, 0.027 m), was added to a solution of 5,6-dihydro-6-allyloxymethyl-4-amino-4H-thieno[2,3-b]thiopyran-2-sulfonamide-7,7-dioxide, 10.0 g. (0.028 m.), in dry tetrahydrofuran, 150 ml., and the mixture was stirred at ambient temperature for 0.75 h. under nitrogen. The solution was added over 15 min. to a stirred suspension of sodium borohydride, 5.3 g. (0.14 m.) in absolute ethanol, 150 ml., at 0° C. After stirring for an additional 15 min. at 0° C., the mixture was trea...